This data is from the Open Reaction Database (ORD), a public repository of structured organic reaction records. The task is: describe an organic reaction: reactants, conditions, products, and yield The reactants are BrC=1C=C(C2=CC(=CC=C2C1)O)C#N (3-bromo-7-hydroxy-1-naphthonitrile), FC=1C=C(C=CC1OC)B(O)O (3-fluoro-4-methoxyphenylboronic acid). The product is FC=1C=C(C=CC1OC)C=1C=C(C2=CC(=CC=C2C1)O)C#N (3-(3-Fluoro-4-methoxyphenyl)-7-hydroxy-1-naphthonitrile), 0.16. Isolated yield 65.0%. As a reaction SMILES: Br[C:2]1[CH:3]=[C:4]([C:13]#[N:14])[C:5]2[C:10]([CH:11]=1)=[CH:9][CH:8]=[C:7]([OH:12])[CH:6]=2.[F:15][C:16]1[CH:17]=[C:18](B(O)O)[CH:19]=[CH:20][C:21]=1[O:22][CH3:23]>>[F:15][C:16]1[CH:17]=[C:18]([C:2]2[CH:3]=[C:4]([C:13]#[N:14])[C:5]3[C:10]([CH:11]=2)=[CH:9][CH:8]=[C:7]([OH:12])[CH:6]=3)[CH:19]=[CH:20][C:21]=1[O:22][CH3:23]. Procedure details: The title compound was prepared by reacting 3-bromo-7-hydroxy-1-naphthonitrile (0.208 g, 0.839 mmol) with 3-fluoro-4-methoxyphenylboronic acid (0.18 g, 1.1 mmol) according to method A to yield 0.16 (65%) of a light yellow solid. An analytical sample was prepared by preparative reverse phase HPLC to yield the title compound as a white solid: mp 214-216° C.; 1H NMR (DMSO-d6): δ 3.90 (3H, s), 7.23-7.32 (2H, m), 7.37 (1H, d, J=2.24 Hz), 7.65-7.70 (1H, m), 7.79 (1H, dd, J=2.22 Hz, J=13.10 Hz), 8.03 (... Reactants: IC1=C(C=CC=C1)CC(=O)O ((2-iodophenyl)acetic acid), CO (MeOH), C[Si](C)(C)C=[N+]=[N-] (Trimethylsilyl diazomethane). Run in C(Cl)Cl (CH2Cl2). Reaction conditions: temperature 0 celsius, time 1 hour. Product: COC(CC1=C(C=CC=C1)I)=O (Methyl(2-iodophenyl)acetate). The yield is 100.0%. RXN SMILES: C[Si](C=[N+]=[N-])(C)C.[I:8][C:9]1[CH:14]=[CH:13][CH:12]=[CH:11][C:10]=1[CH2:15][C:16]([OH:18])=[O:17].[CH3:19]O>C(Cl)Cl>[CH3:19][O:17][C:16](=[O:18])[CH2:15][C:10]1[CH:11]=[CH:12][CH:13]=[CH:14][C:9]=1[I:8]. Procedure details: Trimethylsilyl diazomethane (15.3 ml, 30.6 mmol, 2.0 M in diethyl ether) was added dropwise to a stirred, cooled 0° C. solution of (2-iodophenyl)acetic acid (4.0 g, 15.3 mmol) and MeOH (10 ml) in CH2Cl2 (50 ml) and the solution was stirred at 0° C. for 1 hour. The yellow solution was purged with nitrogen for 10 minutes. The solvent removed in vacuo and the residue was azeotroped with THF (3×25 ml) to afford 4.2 g, 100% of 23-1 as a yellow oil. Starting materials: B, Cc1cc(C)n2nc(C=O)nc2n1, CNC, CO, CCc1cc(CCC2(C3CCCC3)CC(=O)CC(=O)O2)ccc1CC#N. Product: CCc1cc(CCC2(C3CCCC3)CC(O)=C(Cc3nc4nc(C)cc(C)n4n3)C(=O)O2)ccc1CC#N. RXN SMILES: [BH3:43].[CH3:27][c:28]1[n:29][c:30]2[n:31]([c:32]([CH3:34])[cH:33]1)[n:35][c:36]([CH:38]=[O:39])[n:37]2.[CH3:40][NH:41][CH3:42].[CH3:44][OH:45].[CH:1]1([C:6]2([CH2:14][CH2:15][c:16]3[cH:17][c:18]([CH2:25][CH3:26])[c:19]([CH2:22][C:23]#[N:24])[cH:20][cH:21]3)[O:7][C:8](=[O:13])[CH2:9][C:10](=[O:12])[CH2:11]2)[CH2:2][CH2:3][CH2:4][CH2:5]1>>[CH:1]1([C:6]2([CH2:14][CH2:15][c:16]3[cH:17][c:18]([CH2:25][CH3:26])[c:19]([CH2:22][C:23]#[N:24])[cH:20][cH:21]3)[O:7][C:8](=[O:13])[C:9]([CH2:38][c:36]3[n:35][n:31]4[c:30]([n:29][c:28]([CH3:27])[cH:33][c:32]4[CH3:34])[n:37]3)=[C:10]([OH:12])[CH2:11]2)[CH2:2][CH2:3][CH2:4][CH2:5]1.